This data is from the Open Reaction Database (ORD), a public repository of structured organic reaction records. The task is: describe an organic reaction: reactants, conditions, products, and yield The reactants are CCN(CC)C(=O)Cl, COC(=O)c1sc(-c2cccc(N)c2)c(Br)c1OCC(=O)OC(C)(C)C, CCN(C(C)C)C(C)C, ClCCl. The product is CCN(CC)C(=O)Nc1cccc(-c2sc(C(=O)OC)c(OCC(=O)OC(C)(C)C)c2Br)c1. As a reaction SMILES: [CH2:36]([CH3:37])[N:38]([C:39](=[O:40])[Cl:41])[CH2:42][CH3:43].[CH3:1][O:2][C:3](=[O:4])[c:5]1[s:6][c:7](-[c:20]2[cH:21][c:22]([NH2:26])[cH:23][cH:24][cH:25]2)[c:8]([Br:19])[c:9]1[O:10][CH2:11][C:12](=[O:13])[O:14][C:15]([CH3:16])([CH3:17])[CH3:18].[CH:27]([N:28]([CH:29]([CH3:30])[CH3:31])[CH2:32][CH3:33])([CH3:34])[CH3:35].[Cl:44][CH2:45][Cl:46]>>[CH3:1][O:2][C:3](=[O:4])[c:5]1[s:6][c:7](-[c:20]2[cH:21][c:22]([NH:26][C:39]([N:38]([CH2:36][CH3:37])[CH2:42][CH3:43])=[O:40])[cH:23][cH:24][cH:25]2)[c:8]([Br:19])[c:9]1[O:10][CH2:11][C:12](=[O:13])[O:14][C:15]([CH3:16])([CH3:17])[CH3:18]. The reactants are N1[C@H](C(=O)O)CCC1 (L-proline), BrC1=C(C=CC=C1)C(C(=O)OCC)=O (ethyl 2-(2-bromophenyl)-2-oxoacetate), Cl.N1=CN=C(C=C1)C(N)=N (pyrimidine-4-carboximidamide hydrochloride), C(=O)([O-])[O-].[Cs+].[Cs+] (Cs2CO3). Reagents/catalysts: [Cu]I (CuI). Solvent: CN(C=O)C (N,N-dimethylformamide). Conditions: time 20 minute. The product is N1=CN=C(C=C1)C1=NC2=CC=CC=C2C(=N1)C(=O)O (2-(pyrimidin-4-yl)quinazoline-4-carboxylic acid). RXN SMILES: Br[C:2]1[CH:7]=[CH:6][CH:5]=[CH:4][C:3]=1[C:8](=O)[C:9]([O:11]CC)=[O:10].Cl.[N:16]1[CH:21]=[CH:20][C:19]([C:22](=[NH:24])[NH2:23])=[N:18][CH:17]=1.C([O-])([O-])=O.[Cs+].[Cs+].N1CCC[C@H]1C(O)=O>CN(C)C=O.[Cu]I>[N:16]1[CH:21]=[CH:20][C:19]([C:22]2[N:24]=[C:8]([C:9]([OH:11])=[O:10])[C:3]3[C:2](=[CH:7][CH:6]=[CH:5][CH:4]=3)[N:23]=2)=[N:18][CH:17]=1 |f:1.2,3.4.5|. Procedure details: Into a 250-mL 3-necked round-bottom flask purged and maintained with an inert atmosphere of nitrogen, was placed a solution of ethyl 2-(2-bromophenyl)-2-oxoacetate (9 g, 35.01 mmol, 1.00 equiv) in N,N-dimethylformamide (60 mL). This was followed by the addition of pyrimidine-4-carboximidamide hydrochloride (5.53 g, 45.03 mmol, 1.29 equiv) and Cs2CO3 (11.38 g, 34.93 mmol, 1.00 equiv). The mixture was stirred for 20 min. To this was added L-proline (850 mg, 7.39 mmol, 0.21 equiv) and CuI (670 mg, ... Starting materials: P(=O)([O-])([O-])[O-].[K+].[K+].[K+] (potassium phosphate), C1(=CC=CC=C1)B(O)O (phenylboronic acid), C(=O)C=1N(C=C(C1)I)CC(=O)OCC (ethyl 2-(2-formyl-4-iodo-pyrrol-1-yl)acetate). Reagents/catalysts: Cl[Pd]([P](C1=CC=CC=C1)(C2=CC=CC=C2)C3=CC=CC=C3)([P](C4=CC=CC=C4)(C5=CC=CC=C5)C6=CC=CC=C6)Cl (Bis-(triphenylphosphine)-palladium(II) chloride). The solvent is CN(C=O)C (dimethylformamide). Reaction conditions: temperature 110 celsius. Product: C(=O)C=1N(C=C(C1)C1=CC=CC=C1)CC(=O)OCC (ethyl 2-(2-formyl-4-phenyl-pyrrol-1-yl)acetate). Isolated yield 27.1%. Reaction SMILES: [CH:1]([C:3]1[N:4]([CH2:9][C:10]([O:12][CH2:13][CH3:14])=[O:11])[CH:5]=[C:6](I)[CH:7]=1)=[O:2].P([O-])([O-])([O-])=O.[K+].[K+].[K+].[C:23]1(B(O)O)[CH:28]=[CH:27][CH:26]=[CH:25][CH:24]=1>CN(C)C=O.Cl[Pd](Cl)([P](C1C=CC=CC=1)(C1C=CC=CC=1)C1C=CC=CC=1)[P](C1C=CC=CC=1)(C1C=CC=CC=1)C1C=CC=CC=1>[CH:1]([C:3]1[N:4]([CH2:9][C:10]([O:12][CH2:13][CH3:14])=[O:11])[CH:5]=[C:6]([C:23]2[CH:28]=[CH:27][CH:26]=[CH:25][CH:24]=2)[CH:7]=1)=[O:2] |f:1.2.3.4,^1:39,58|. Procedure details: A solution of ethyl 2-(2-formyl-4-iodo-pyrrol-1-yl)acetate (3.0 g, 9.77 mmol) in dimethylformamide (25 mL) was purged with argon gas for 10 min. Bis-(triphenylphosphine)-palladium(II) chloride (0.48 g, 0.68 mmol) was added and the mixture was purged with argon gas for 5 min. Anhydrous potassium phosphate (6.18 g, 29.3 mmol) and phenylboronic acid (1.43 g, 11.7 mmol) were added successively and the reaction mixture purged with argon gas for 10 min, then heated to 110° C. and maintained at that te... The reactants are OB(O)c1ccccc1Cl, Fc1cc(-c2ccc(Cl)cc2)c(Cl)cn1, [K+], [K+], [K+], O=C(C=Cc1ccccc1)C=Cc1ccccc1, O=C(C=Cc1ccccc1)C=Cc1ccccc1, O=C(C=Cc1ccccc1)C=Cc1ccccc1, O=P([O-])([O-])[O-], [Pd], [Pd]. Yields the product Fc1cc(-c2ccc(Cl)cc2)c(-c2ccccc2Cl)cn1. Reaction SMILES: [Cl:16][c:17]1[c:18]([B:23]([OH:24])[OH:25])[cH:19][cH:20][cH:21][cH:22]1.[Cl:1][c:2]1[c:3](-[c:9]2[cH:10][cH:11][c:12]([Cl:15])[cH:13][cH:14]2)[cH:4][c:5]([F:8])[n:6][cH:7]1.[K+:31].[K+:32].[K+:33].[O:36]=[C:37]([CH:38]=[CH:39][c:40]1[cH:41][cH:42][cH:43][cH:44][cH:45]1)[CH:46]=[CH:47][c:48]1[cH:49][cH:50][cH:51][cH:52][cH:53]1.[O:54]=[C:55]([CH:56]=[CH:57][c:58]1[cH:59][cH:60][cH:61][cH:62][cH:63]1)[CH:64]=[CH:65][c:66]1[cH:67][cH:68][cH:69][cH:70][cH:71]1.[O:72]=[C:73]([CH:74]=[CH:75][c:76]1[cH:77][cH:78][cH:79][cH:80][cH:81]1)[CH:82]=[CH:83][c:84]1[cH:85][cH:86][cH:87][cH:88][cH:89]1.[P:26]([O-:27])([O-:28])([O-:29])=[O:30].[Pd:34].[Pd:35]>>[c:2]1(-[c:18]2[c:17]([Cl:16])[cH:22][cH:21][cH:20][cH:19]2)[c:3](-[c:9]2[cH:10][cH:11][c:12]([Cl:15])[cH:13][cH:14]2)[cH:4][c:5]([F:8])[n:6][cH:7]1. Yield: 73.9%. As a reaction SMILES: [H-].[Na+].[CH:3]1([CH2:6][NH:7][C:8]2[CH:15]=[CH:14][C:11]([C:12]#[N:13])=[C:10]([C:16]([F:19])([F:18])[F:17])[CH:9]=2)[CH2:5][CH2:4]1.Br[CH2:21][C:22]([O:24][C:25]([CH3:28])([CH3:27])[CH3:26])=[O:23].C(OCC)C>CN(C=O)C>[C:12]([C:11]1[CH:14]=[CH:15][C:8]([N:7]([CH2:6][CH:3]2[CH2:5][CH2:4]2)[CH2:21][C:22]([O:24][C:25]([CH3:28])([CH3:27])[CH3:26])=[O:23])=[CH:9][C:10]=1[C:16]([F:17])([F:18])[F:19])#[N:13] |f:0.1|. Reaction conditions: temperature 7.5 celsius, time 30 minute. Procedure details: Sodium hydride (60%, 2.0 g, 50 mmol) was added to a stirred solution of 4-[(cyclopropylmethyl)amino]-2-(trifluoromethyl)benzonitrile (6.0 g, 25 mmol), and tert-butyl bromoacetate (6.82 g, 35 mmol) in 20 mL of DMF at 0° C. over 20 minutes. The mixture was then stirred at 5-10° C. for 30 minutes. Diethyl ether (200 mL) was added to the mixture and the resulting slurry was extracted with water (3×50 mL). The organic phase was dried (MgSO4), filtered, and then concentrated under reduced pressure. Th... The product is C(#N)C1=C(C=C(C=C1)N(CC(=O)OC(C)(C)C)CC1CC1)C(F)(F)F (1,1-Dimethylethyl N-[4-cyano-3-(trifluoromethyl)phenyl]-N-(cyclopropylmethyl)glycinate). Run in CN(C)C=O (DMF). Reactants: C(C)OCC (Diethyl ether), [H-].[Na+] (Sodium hydride), C1(CC1)CNC1=CC(=C(C#N)C=C1)C(F)(F)F (4-[(cyclopropylmethyl)amino]-2-(trifluoromethyl)benzonitrile), BrCC(=O)OC(C)(C)C (tert-butyl bromoacetate). The reactants are ClC1=CC(=CC=C1)C(=O)OO (m-chloro-perbenzoic acid), N=C1SC2=C(N1CCCSC)C=CC(=C2)OC(F)(F)F (2-imino-3-(3-methylthiopropyl)-6-trifluoromethoxybenzothiazoline), ClC=1C=C(C(=O)N=C2SC3=C(N2CCC(C)=S(=O)=O)C=CC(=C3)OC(F)(F)F)C=CC1 (2-(3-Chlorobenzoylimino)-3-(3-methyl-sulphonylpropyl)-6-trifluoromethoxybenzothiazoline). Run in ClCCl (dichloromethane). Run at time 18 hour. Yields the product ClC=1C=C(C(=O)N=C2SC3=C(N2CCCS(=O)(=O)C)C=CC(=C3)OC(F)(F)F)C=CC1 (2-(3-Chlorobenzoylimino)-3-(3-methylsulphonylpropyl)-6-trifluoromethoxybenzothiazoline). As a reaction SMILES: [Cl:1][C:2]1[CH:3]=[C:4]([CH:29]=[CH:30][CH:31]=1)[C:5]([N:7]=[C:8]1[N:12]([CH2:13][CH2:14][C:15](=[S:17](=[O:19])=[O:18])C)[C:11]2[CH:20]=[CH:21][C:22]([O:24][C:25]([F:28])([F:27])[F:26])=[CH:23][C:10]=2[S:9]1)=[O:6].Cl[C:33]1C=CC=C(C(OO)=O)C=1.N=C1N(CCCSC)C2C=CC(OC(F)(F)F)=CC=2S1>ClCCl>[Cl:1][C:2]1[CH:3]=[C:4]([CH:29]=[CH:30][CH:31]=1)[C:5]([N:7]=[C:8]1[N:12]([CH2:13][CH2:14][CH2:15][S:17]([CH3:33])(=[O:19])=[O:18])[C:11]2[CH:20]=[CH:21][C:22]([O:24][C:25]([F:28])([F:27])[F:26])=[CH:23][C:10]=2[S:9]1)=[O:6]. Procedure details: 2-(3-Chlorobenzoylimino)-3-(3-methyl-sulphonylpropyl)-6-trifluoromethoxybenzothiazoline may be prepared in the following way: 75% m-chloro-perbenzoic acid (5.2 g) is added in the course of about 10 minutes, to 2-imino-3-(3-methylthiopropyl)-6-trifluoromethoxybenzothiazoline (3.9 g) in solution in dichloromethane (100 cc) stirred at a temperature close to 20° C. The reaction mixture is brought to the boil for 18 hours. After cooling to a temperature close to 20° C., the precipitate is filtered of... Yields the product C1(CCCCC1)OC1=CC=C(C(=O)OCC)C=C1 (ethyl 4-cyclohexyloxybenzoate). Reaction conditions: time 22 hour. Procedure: 822 mg (4.95 mmol) of ethyl 4-hydroxybenzoate was dissolved in 20 ml of tetrahydrofuran. 545 mg (5.45 mmol) of cyclohexanol, 1.56 g (5.94 mmol) of triphenylphosphine and 202 mg (1.50 mmol) of diethyl azodicarboxylate were added to the solution, and they were stirred for 22 hours. The reaction liquid was diluted with water. After the extraction with ethyl acetate, the organic layer was washed with 1 N sodium hydroxide and then with saturated aqueous NaCl solution, and dried over anhydrous magnesi... Run in O1CCCC1 (tetrahydrofuran), O (water). Starting materials: C1(CCCCC1)O (cyclohexanol), C1(=CC=CC=C1)P(C1=CC=CC=C1)C1=CC=CC=C1 (triphenylphosphine), N(=NC(=O)OCC)C(=O)OCC (diethyl azodicarboxylate), OC1=CC=C(C(=O)OCC)C=C1 (ethyl 4-hydroxybenzoate). Reaction SMILES: [OH:1][C:2]1[CH:12]=[CH:11][C:5]([C:6]([O:8][CH2:9][CH3:10])=[O:7])=[CH:4][CH:3]=1.[CH:13]1(O)[CH2:18][CH2:17][CH2:16][CH2:15][CH2:14]1.C1(P(C2C=CC=CC=2)C2C=CC=CC=2)C=CC=CC=1.N(C(OCC)=O)=NC(OCC)=O>O1CCCC1.O>[CH:13]1([O:1][C:2]2[CH:3]=[CH:4][C:5]([C:6]([O:8][CH2:9][CH3:10])=[O:7])=[CH:11][CH:12]=2)[CH2:18][CH2:17][CH2:16][CH2:15][CH2:14]1. The reactants are CCO, CCOC(C)=O, N#Cc1cccc2c(N)c([N+](=O)[O-])ccc12. The product is N#Cc1cccc2c(N)c(N)ccc12. Reaction SMILES: [CH3:17][CH2:18][OH:19].[CH3:20][CH2:21][O:22][C:23](=[O:24])[CH3:25].[NH2:1][c:2]1[c:3]([N+:14]([O-:15])=[O:16])[cH:4][cH:5][c:6]2[c:7]([C:12]#[N:13])[cH:8][cH:9][cH:10][c:11]12>>[NH2:1][c:2]1[c:3]([NH2:14])[cH:4][cH:5][c:6]2[c:7]([C:12]#[N:13])[cH:8][cH:9][cH:10][c:11]12.